Dataset: the Open Reaction Database (ORD), a public repository of structured organic reaction records. Task: describe an organic reaction: reactants, conditions, products, and yield Conditions: time 2 hour. Reported procedure: An 11.7 g. portion of 4-methylbiphenyl was dissolved in 75 ml. of carbon disulfide and cooled in an ice bath while 11.6 g. of aluminum chloride was added portionwise with vigorous stirring. A 15.9 g. portion of bromoacetylbromide was added dropwise and after completion and the reaction subsided the mixture was heated at reflux for 3 hours, then cooled overnight. The mixture was poured into crushed ice and 150 ml. of acetic acid and stirred for 1.5 hours. The resulting gum was collected and stirr... The product is BrCC(=O)C1=CC=C(C=C1)C1=CC=C(C=C1)C (2-Bromo-4'(-p-tolyl)acetophenone). Reactants: CC1=CC=C(C=C1)C1=CC=CC=C1 (4-methylbiphenyl), [Cl-].[Al+3].[Cl-].[Cl-] (aluminum chloride), BrCC(=O)Br (bromoacetylbromide), C (charcoal). RXN SMILES: [CH3:1][C:2]1[CH:7]=[CH:6][C:5]([C:8]2[CH:13]=[CH:12][CH:11]=[CH:10][CH:9]=2)=[CH:4][CH:3]=1.[Cl-].[Al+3].[Cl-].[Cl-].[Br:18][CH2:19][C:20](Br)=[O:21].C>CO.CC(C)=O.C(O)(=O)C.C(=S)=S>[Br:18][CH2:19][C:20]([C:11]1[CH:10]=[CH:9][C:8]([C:5]2[CH:6]=[CH:7][C:2]([CH3:1])=[CH:3][CH:4]=2)=[CH:13][CH:12]=1)=[O:21] |f:1.2.3.4|. Run in C(=S)=S (carbon disulfide), CO (methanol), C(C)(=O)O (acetic acid), CC(=O)C (acetone). Reactants: C(C)(=O)NNC(C[C@@H]1COCC2=C(CN1S(=O)(=O)C=1C=CC=C3C=CC=NC13)C=CC=C2)=O ((R)—N′-Acetyl-2-(5-(quinolin-8-ylsulfonyl)-3,4,5,6-tetrahydro-1H-benzo[f][1,4]oxazocin-4-yl)acetohydrazide), O=P(Cl)(Cl)Cl (POCl3). Solvent: O (H2O). Reaction conditions: temperature 110 celsius, time 3 hour. Yields the product CC1=NN=C(O1)C[C@@H]1COCC2=C(CN1S(=O)(=O)C=1C=CC=C3C=CC=NC13)C=CC=C2 ((R)-4-((5-Methyl-1,3,4-oxadiazol-2-yl)methyl)-5-(quinolin-8-ylsulfonyl)-3,4,5,6-tetrahydro-1H-benzo[f][1,4]oxazocine). Yield: 42.3%. RXN SMILES: [C:1]([NH:4][NH:5][C:6](=O)[CH2:7][C@H:8]1[N:15]([S:16]([C:19]2[CH:20]=[CH:21][CH:22]=[C:23]3[C:28]=2[N:27]=[CH:26][CH:25]=[CH:24]3)(=[O:18])=[O:17])[CH2:14][C:13]2[CH:29]=[CH:30][CH:31]=[CH:32][C:12]=2[CH2:11][O:10][CH2:9]1)(=[O:3])[CH3:2].O=P(Cl)(Cl)Cl>O>[CH3:2][C:1]1[O:3][C:6]([CH2:7][C@H:8]2[N:15]([S:16]([C:19]3[CH:20]=[CH:21][CH:22]=[C:23]4[C:28]=3[N:27]=[CH:26][CH:25]=[CH:24]4)(=[O:18])=[O:17])[CH2:14][C:13]3[CH:29]=[CH:30][CH:31]=[CH:32][C:12]=3[CH2:11][O:10][CH2:9]2)=[N:5][N:4]=1. Procedure details: A mixture of compound 27a (100 mg, 0.21 mmol) and POCl3 (3 mL) was stirred at 110° C. for 3 h. The mixture was taken up in H2O (10 mL) and extracted with DCM (30 mL). The combined organic layers were dried over Na2SO4, filtered and concentrated. The crude product was purified by Prep-TLC to give the pure compound 27 (40 mg, 42% yield). LCMS (m/z): 451.1 (MH+). Starting materials: C([O-])([O-])=O.[K+].[K+] (Potassium carbonate), ClC=1C=CC(=C(C1)CC1=CC=CC(=N1)C(=O)OCC)O (ethyl 6-[(5-chloro-2-hydroxyphenyl)methyl]-2-pyridinecarboxylate), ClC1=C(CBr)C=CC=C1 (2-Chlorobenzyl bromide). Run in CN(C=O)C (dimethylformamide). Reaction conditions: temperature 80 celsius. The product is ClC=1C=CC(=C(C1)CC1=CC=CC(=N1)C(=O)OCC)OCC1=C(C=CC=C1)Cl (Ethyl 6-[(5-chloro-2-{[(2-chlorophenyl)methyl]oxy}phenyl)methyl]-2-pyridinecarboxylate). As a reaction SMILES: [Cl:1][C:2]1[CH:3]=[CH:4][C:5]([OH:20])=[C:6]([CH2:8][C:9]2[N:14]=[C:13]([C:15]([O:17][CH2:18][CH3:19])=[O:16])[CH:12]=[CH:11][CH:10]=2)[CH:7]=1.C(=O)([O-])[O-].[K+].[K+].[Cl:27][C:28]1[CH:35]=[CH:34][CH:33]=[CH:32][C:29]=1[CH2:30]Br>CN(C)C=O>[Cl:1][C:2]1[CH:3]=[CH:4][C:5]([O:20][CH2:30][C:29]2[CH:32]=[CH:33][CH:34]=[CH:35][C:28]=2[Cl:27])=[C:6]([CH2:8][C:9]2[N:14]=[C:13]([C:15]([O:17][CH2:18][CH3:19])=[O:16])[CH:12]=[CH:11][CH:10]=2)[CH:7]=1 |f:1.2.3|. Procedure details: A solution of ethyl 6-[(5-chloro-2-hydroxyphenyl)methyl]-2-pyridinecarboxylate (60 mg, 0.21 mmol) in dry dimethylformamide (2.1 ml) was stirred at room temperature under an atmosphere of argon. Potassium carbonate (44 mg, 0.32 mmol) was added to the stirred solution. 2-Chlorobenzyl bromide (51 mg, 0.25 mmol) was added to the stirred solution. The solution was heated to 80° C. for ˜17 hours (overnight). The reaction was worked up to yield the title compound.